From a dataset of the Open Reaction Database (ORD), a public repository of structured organic reaction records. describe an organic reaction: reactants, conditions, products, and yield The reactants are OC1C2=C(C3C4=C(C1N3)C=CC=C4)C=CC=C2 (11-hydroxy-10,11-dihydro-5,10-imino-[5H]-dibenzo (a,d) cycloheptene). Reagents/catalysts: [Si]([O-])([O-])([O-])[O-].[Ag+].[Ag+].[Ag+].[Ag+] (silver silicate), [Si]([O-])([O-])([O-])[O-].[Ag+].[Ag+].[Ag+].[Ag+] (silver silicate). Solvent: C1=CC=CC=C1 (benzene). Conditions: time 45 minute. The product is N1C2C3=C(C1C(C1=C2C=CC=C1)=O)C=CC=C3 (10,11-dihydro-5,10-imino-[5H]-dibenzo (a,d) cycloheptene-11-one). Yield: 52.5%. Reaction SMILES: [OH:1][CH:2]1[CH:8]2[NH:9][CH:5]([C:6]3[CH:13]=[CH:12][CH:11]=[CH:10][C:7]=32)[C:4]2[CH:14]=[CH:15][CH:16]=[CH:17][C:3]1=2>[Si]([O-])([O-])([O-])[O-].[Ag+].[Ag+].[Ag+].[Ag+].C1C=CC=CC=1>[NH:9]1[CH:8]2[C:2](=[O:1])[C:3]3[CH:17]=[CH:16][CH:15]=[CH:14][C:4]=3[CH:5]1[C:6]1[CH:13]=[CH:12][CH:11]=[CH:10][C:7]=12 |f:1.2.3.4.5|. Procedure: A mixture of 1.5 g of 11-hydroxy-10,11-dihydro-5,10-imino-[5H]-dibenzo (a,d) cycloheptene dl cis, 60 ml of benzene and 3 g of silver silicate was refluxed with stirring for 45 minutes and then 1.5 g of silver silicate were added and reflux was continued for another hour. The mixture was filtered hot and the filter was washed with methylene chloride. The combined filtrates were washed with 2N hydrochloric acid and the acid phase was made alkaline with sodium hydroxide. The mixture was extracted w... Starting materials: COC(=O)C1=Cc2cc(OCc3ccccc3)ccc2CCC1, CO, Cl, [Na+], C1CCOC1, [OH-]. The product is O=C(O)C1=Cc2cc(OCc3ccccc3)ccc2CCC1. RXN SMILES: [CH2:1]([c:2]1[cH:3][cH:4][cH:5][cH:6][cH:7]1)[O:8][c:9]1[cH:10][cH:11][c:12]2[c:13]([cH:23]1)[CH:14]=[C:15]([C:19](=[O:20])[O:21][CH3:22])[CH2:16][CH2:17][CH2:18]2.[CH3:32][OH:33].[ClH:31].[Na+:25].[O:26]1[CH2:27][CH2:28][CH2:29][CH2:30]1.[OH-:24]>>[CH2:1]([c:2]1[cH:3][cH:4][cH:5][cH:6][cH:7]1)[O:8][c:9]1[cH:10][cH:11][c:12]2[c:13]([cH:23]1)[CH:14]=[C:15]([C:19](=[O:20])[OH:21])[CH2:16][CH2:17][CH2:18]2. The reactants are CC(=O)Cl, [NH4+], [OH-], Cn1c(N)nc2cc(CN3CCN(C(c4ccccc4)c4ccccc4)CC3)ccc21, c1ccncc1. Product: CC(=O)Nc1nc2cc(CN3CCN(C(c4ccccc4)c4ccccc4)CC3)ccc2n1C. As a reaction SMILES: [CH3:32][C:33]([Cl:34])=[O:35].[NH4+:36].[OH-:37].[c:1]1([CH:7]([N:8]2[CH2:9][CH2:10][N:11]([CH2:14][c:15]3[cH:16][c:17]4[c:18]([n:19]([CH3:23])[c:20]([NH2:22])[n:21]4)[cH:24][cH:25]3)[CH2:12][CH2:13]2)[c:26]2[cH:27][cH:28][cH:29][cH:30][cH:31]2)[cH:2][cH:3][cH:4][cH:5][cH:6]1.[cH:38]1[cH:39][cH:40][n:41][cH:42][cH:43]1>>[c:1]1([CH:7]([N:8]2[CH2:9][CH2:10][N:11]([CH2:14][c:15]3[cH:16][c:17]4[c:18]([n:19]([CH3:23])[c:20]([NH:22][C:33]([CH3:32])=[O:35])[n:21]4)[cH:24][cH:25]3)[CH2:12][CH2:13]2)[c:26]2[cH:27][cH:28][cH:29][cH:30][cH:31]2)[cH:2][cH:3][cH:4][cH:5][cH:6]1. The reactants are Cl.C1(CC1)COC1=C(C=C(C(=C1)F)OC)C=1C2=C(N=CN1)C(=C(N2)C)C(=O)N[C@H]2CNCC[C@@H]2O (4-[2-(cyclopropylmethoxy)-4-fluoro-5-methoxyphenyl]-N-[(3S*,4S*)-4-hydroxypiperidin-3-yl]-6-methyl-5H-pyrrolo[3,2-d]pyrimidine-7-carboxamide hydrochloride), C(CC)(=O)Cl (propionyl chloride). The product is C1(CC1)COC1=C(C=C(C(=C1)F)OC)C=1C2=C(N=CN1)C(=C(N2)C)C(=O)N[C@H]2CN(CC[C@@H]2O)C(CC)=O (4-[2-(Cyclopropylmethoxy)-4-fluoro-5-methoxyphenyl]-N-[(3S*,4S*)-4-hydroxy-1-propionylpiperidin-3-yl]-6-methyl-5H-pyrrolo[3,2-d]pyrimidine-7-carboxamide). As a reaction SMILES: Cl.[CH:2]1([CH2:5][O:6][C:7]2[CH:12]=[C:11]([F:13])[C:10]([O:14][CH3:15])=[CH:9][C:8]=2[C:16]2[C:17]3[NH:24][C:23]([CH3:25])=[C:22]([C:26]([NH:28][C@@H:29]4[C@@H:34]([OH:35])[CH2:33][CH2:32][NH:31][CH2:30]4)=[O:27])[C:18]=3[N:19]=[CH:20][N:21]=2)[CH2:4][CH2:3]1.[C:36](Cl)(=[O:39])[CH2:37][CH3:38]>>[CH:2]1([CH2:5][O:6][C:7]2[CH:12]=[C:11]([F:13])[C:10]([O:14][CH3:15])=[CH:9][C:8]=2[C:16]2[C:17]3[NH:24][C:23]([CH3:25])=[C:22]([C:26]([NH:28][C@@H:29]4[C@@H:34]([OH:35])[CH2:33][CH2:32][N:31]([C:36](=[O:39])[CH2:37][CH3:38])[CH2:30]4)=[O:27])[C:18]=3[N:19]=[CH:20][N:21]=2)[CH2:4][CH2:3]1 |f:0.1|. Procedure details: Starting from 4-[2-(cyclopropylmethoxy)-4-fluoro-5-methoxyphenyl]-N-[(3S*,4S*)-4-hydroxypiperidin-3-yl]-6-methyl-5H-pyrrolo[3,2-d]pyrimidine-7-carboxamide hydrochloride (example D.f39) and commercially available propionyl chloride the title compound is obtained as colorless solid. Starting materials: CC(C)(C)N1CC(C#N)C(c2ccc(F)cc2F)C1, CO, CC(Cl)OC(=O)Cl. The product is N#CC1CNCC1c1ccc(F)cc1F. Reaction SMILES: [C:1]([CH3:2])([CH3:3])([CH3:4])[N:5]1[CH2:6][CH:7]([C:18]#[N:19])[CH:8]([c:10]2[c:11]([F:17])[cH:12][c:13]([F:16])[cH:14][cH:15]2)[CH2:9]1.[CH3:27][OH:28].[Cl:20][C:21]([O:22][CH:23]([Cl:24])[CH3:25])=[O:26]>>[NH:5]1[CH2:6][CH:7]([C:18]#[N:19])[CH:8]([c:10]2[c:11]([F:17])[cH:12][c:13]([F:16])[cH:14][cH:15]2)[CH2:9]1. Reactants: C(C=1C(O)=CC=CC1)(=O)O (Salicylic acid), [OH-].C(CCC)[N+](C)(CCCC)CCCC (tributylmethylammonium hydroxide). Run in CC(=O)C (acetone). Run at time 15 minute. Product: C(C=1C(O)=CC=CC1)(=O)[O-].C[N+](CCCC)(CCCC)CCCC.C(C=1C(O)=CC=CC1)(=O)O (Methyltributylammonium Salicylate salicylic Acid). As a reaction SMILES: [C:1]([OH:10])(=[O:9])[C:2]1[C:3](=[CH:5][CH:6]=[CH:7][CH:8]=1)[OH:4].[OH-].[CH2:12]([N+:16]([CH2:22][CH2:23][CH2:24][CH3:25])([CH2:18][CH2:19][CH2:20][CH3:21])[CH3:17])[CH2:13][CH2:14][CH3:15]>CC(C)=O>[C:1]([O-:10])(=[O:9])[C:2]1[C:3](=[CH:5][CH:6]=[CH:7][CH:8]=1)[OH:4].[CH3:17][N+:16]([CH2:12][CH2:13][CH2:14][CH3:15])([CH2:22][CH2:23][CH2:24][CH3:25])[CH2:18][CH2:19][CH2:20][CH3:21].[C:1]([OH:10])(=[O:9])[C:2]1[C:3](=[CH:5][CH:6]=[CH:7][CH:8]=1)[OH:4] |f:1.2,4.5.6|. Reported procedure: Salicylic acid (5-20 mmol) and tributylmethylammonium hydroxide (5 mmol, 40% solution in H2O) were dissolved in 20 ml of acetone stirred for 15 min at room temperature. The solvent was evaporated and the remaining viscous liquid was dried at 0.1 mbar with stirring for 24 hrs. Reactants: COCCCOC1=CC=C(C(=N1)OC1CCOCC1)NC=1C2=C(N=CN1)SC(=C2C)C(=O)O (4-(6-(3-methoxypropoxy)-2-(tetrahydro-2H-pyran-4-yloxy)pyridin-3-ylamino)-5-methylthieno[2,3-d]pyrimidine-6-carboxylic acid), COCCO (2-methoxyethanol). Product: COCCOC1=CC=C(C(=N1)OC1CCOCC1)NC=1C2=C(N=CN1)SC(=C2C)C(=O)O (4-(6-(2-Methoxyethoxy)-2-(tetrahydro-2H-pyran-4-yloxy)pyridin-3-ylamino)-5-methylthieno[2,3-d]pyrimidine-6-carboxylic acid). RXN SMILES: COC[CH2:4][CH2:5][O:6][C:7]1[N:12]=[C:11]([O:13][CH:14]2[CH2:19][CH2:18][O:17][CH2:16][CH2:15]2)[C:10]([NH:20][C:21]2[C:22]3[C:29]([CH3:30])=[C:28]([C:31]([OH:33])=[O:32])[S:27][C:23]=3[N:24]=[CH:25][N:26]=2)=[CH:9][CH:8]=1.[CH3:34][O:35]CCO>>[CH3:34][O:35][CH2:4][CH2:5][O:6][C:7]1[N:12]=[C:11]([O:13][CH:14]2[CH2:15][CH2:16][O:17][CH2:18][CH2:19]2)[C:10]([NH:20][C:21]2[C:22]3[C:29]([CH3:30])=[C:28]([C:31]([OH:33])=[O:32])[S:27][C:23]=3[N:24]=[CH:25][N:26]=2)=[CH:9][CH:8]=1. Procedure: Prepared as described for 4-(6-(3-methoxypropoxy)-2-(tetrahydro-2H-pyran-4-yloxy)pyridin-3-ylamino)-5-methylthieno[2,3-d]pyrimidine-6-carboxylic acid except that 2-methoxyethanol was used in place of 3-methoxypropan-1-ol in the first step.